This data is from the Open Reaction Database (ORD), a public repository of structured organic reaction records. The task is: describe an organic reaction: reactants, conditions, products, and yield Starting materials: CSC=1C2=C(N=CN1)C=NC=C2 (4-methylthiopyrido[3,4-d]pyrimidine), BrC=1C=C(N)C=CC1 (3-bromoaniline). Conditions: temperature 10 celsius. The product is BrC=1C=C(NC=2C3=C(N=CN2)C=NC=C3)C=CC1 (4-(3-bromoanilino)pyrido[3,4-d]pyrimidine). Isolated yield 52.7%. RXN SMILES: CS[C:3]1[C:4]2[CH:12]=[CH:11][N:10]=[CH:9][C:5]=2[N:6]=[CH:7][N:8]=1.[Br:13][C:14]1[CH:15]=[C:16]([CH:18]=[CH:19][CH:20]=1)[NH2:17]>>[Br:13][C:14]1[CH:15]=[C:16]([CH:18]=[CH:19][CH:20]=1)[NH:17][C:3]1[C:4]2[CH:12]=[CH:11][N:10]=[CH:9][C:5]=2[N:6]=[CH:7][N:8]=1. Reported procedure: A mixture of 4-methylthiopyrido[3,4-d]pyrimidine (75 mg, 0.42 mmol) (see previous experimental), and 3-bromoaniline (1 mL) is heated to 10° C. under N2 for 2 h. The reaction mixture is then chromatographed on silica using MPLC and eluting with a gradient system (CHCl3 to 5% MeOH in CHCl3). The fractions are concentrated under reduced pressure, and the resulting solid is recrystallized from Et2O to yield 4-(3-bromoanilino)pyrido[3,4-d]pyrimidine (66 mg, 52.7%) as a light brown solid. 1H NMR (DMSO... Starting materials: C1CCN2CC=C(CC12)C1=CNC2=CC=C(C=C12)[N+](=O)[O-] (3-(1,2,3,4,5,8-hexahydroindolizin-7-yl)-5-nitro-1H-indole). Reagents/catalysts: [Pd] (palladium). The solvent is C(C)O (ethanol), O1CCCC1 (tetrahydrofuran). Run at time 24 hour. Yields the product C1CCN2CCC(CC12)C1=CNC2=CC=C(C=C12)N (3-(Octahydroindolizin-7-yl)-5-Amino-1H-Indole). Yield: 85.7%. As a reaction SMILES: [CH2:1]1[CH:9]2[N:4]([CH2:5][CH:6]=[C:7]([C:10]3[C:18]4[C:13](=[CH:14][CH:15]=[C:16]([N+:19]([O-])=O)[CH:17]=4)[NH:12][CH:11]=3)[CH2:8]2)[CH2:3][CH2:2]1>C(O)C.O1CCCC1.[Pd]>[CH2:1]1[CH:9]2[N:4]([CH2:5][CH2:6][CH:7]([C:10]3[C:18]4[C:13](=[CH:14][CH:15]=[C:16]([NH2:19])[CH:17]=4)[NH:12][CH:11]=3)[CH2:8]2)[CH2:3][CH2:2]1. Procedure: The 3-(1,2,3,4,5,8-hexahydroindolizin-7-yl)-5-nitro-1H-indole (2.21 g, 6.90 mmol) was dissolved in 95 ml of ethanol and 50 ml of tetrahydrofuran. 5% palladium over carbon was added (550 mg) and the mixture was placed under an atmosphere of hydrogen, at an initial pressure of 60 psi, at room temperature, for 24 hours. The reaction mixture was filtered and the filtrate concentrated under reduced pressure to give 1.51 g of a purple foam. (85%). The solvent is industrial methylated spirits, [OH-].[Na+] (sodium hydroxide). Yield: 89.9%. Starting materials: COC1=CC=C(C=C1)C1C(OC(O1)(C)C)C(=O)OC (Methyl 5-(4-methoxyphenyl)-2,2-dimethyl-1,3-dioxolane 4-carboxylate), Cl (hydrochloric acid). Yields the product COC1=CC=C(C=C1)[C@@H]1[C@H](OC(O1)(C)C)C(=O)O ((5R,4S)-5-(4-methoxyphenyl)2,2-dimethyl-1,3-dioxolane-4-carboxylic acid). Procedure details: Methyl 5-(4-methoxyphenyl)-2,2-dimethyl-1,3-dioxolane 4-carboxylate (2.0 g, 7.5 mmol) and aqueous sodium hydroxide solution (0.36 g in 20 ml) and industrial methylated spirits (20 ml) were stirred at 80° C. for 3 hours. The mixture was cooled to room temperature, neutralised with dilute hydrochloric acid and concentrated in vacuo. The product was extracted with DCM, dried over NaSO4 and evaporated to dryness to leave (5R,4S)-5-(4-methoxyphenyl)2,2-dimethyl-1,3-dioxolane-4-carboxylic acid as a co... As a reaction SMILES: [CH3:1][O:2][C:3]1[CH:8]=[CH:7][C:6]([CH:9]2[O:13][C:12]([CH3:15])([CH3:14])[O:11][CH:10]2[C:16]([O:18]C)=[O:17])=[CH:5][CH:4]=1.Cl>[OH-].[Na+]>[CH3:1][O:2][C:3]1[CH:4]=[CH:5][C:6]([C@H:9]2[O:13][C:12]([CH3:15])([CH3:14])[O:11][C@@H:10]2[C:16]([OH:18])=[O:17])=[CH:7][CH:8]=1 |f:2.3|. Starting materials: ClC=1C=NC=C(C1C1=NC(=NO1)C1=NC=CC=C1)C (5-(3-chloro-5-methyl-pyrid-4-yl)-3-(2-pyridyl)-1,2,4-oxadiazole), B1(OCCCO1)C2=CN=CC=C2 (pyridine-3-boronic acid 1,3-propanediol cyclic ester), COCCOC (ethylene glycol dimethyl ether), C([O-])([O-])=O.[Na+].[Na+] (sodium carbonate). Reagents/catalysts: C=1C=CC(=CC1)[P](C=2C=CC=CC2)(C=3C=CC=CC3)[Pd]([P](C=4C=CC=CC4)(C=5C=CC=CC5)C=6C=CC=CC6)([P](C=7C=CC=CC7)(C=8C=CC=CC8)C=9C=CC=CC9)[P](C=1C=CC=CC1)(C=1C=CC=CC1)C=1C=CC=CC1 (tetrakis(triphenylphosphine)palladium(0)). The solvent is ClCCl (dichloromethane). The product is CC=1C=NC=C(C1C1=NC(=NO1)C1=NC=CC=C1)C=1C=NC=CC1 (5-[3-methyl-5-(3-pyridyl)-pyrid-4-yl]-3-(2-pyridyl)-1,2,4-oxadiazole). The yield is 6.2%. Reaction SMILES: Cl[C:2]1[CH:3]=[N:4][CH:5]=[C:6]([CH3:19])[C:7]=1[C:8]1[O:12][N:11]=[C:10]([C:13]2[CH:18]=[CH:17][CH:16]=[CH:15][N:14]=2)[N:9]=1.B1([C:26]2[CH:31]=[CH:30][CH:29]=[N:28][CH:27]=2)OCCCO1.COCCOC.C(=O)([O-])[O-].[Na+].[Na+]>ClCCl.C1C=CC([P]([Pd]([P](C2C=CC=CC=2)(C2C=CC=CC=2)C2C=CC=CC=2)([P](C2C=CC=CC=2)(C2C=CC=CC=2)C2C=CC=CC=2)[P](C2C=CC=CC=2)(C2C=CC=CC=2)C2C=CC=CC=2)(C2C=CC=CC=2)C2C=CC=CC=2)=CC=1>[CH3:19][C:6]1[CH:5]=[N:4][CH:3]=[C:2]([C:26]2[CH:27]=[N:28][CH:29]=[CH:30][CH:31]=2)[C:7]=1[C:8]1[O:12][N:11]=[C:10]([C:13]2[CH:18]=[CH:17][CH:16]=[CH:15][N:14]=2)[N:9]=1 |f:3.4.5,^1:50,52,71,90|. Reported procedure: A mixture of 5-(3-chloro-5-methyl-pyrid-4-yl)-3-(2-pyridyl)-1,2,4-oxadiazole (75 mg, 0.275 mmol), pyridine-3-boronic acid 1,3-propanediol cyclic ester (75 mg, 0.46 mmol), and tetrakis(triphenylphosphine)palladium(0) (Pd(PPh3)4, 30 mg, 0.026 mmol), in a solution of ethylene glycol dimethyl ether (1 mL) and 2M sodium carbonate (1 mL) was heated in a sealed vial at 100° C. for 1 hour. The reaction was cooled, diluted with dichloromethane, washed with water and saturated brine, filtered, and concent... Starting materials: formula IV, Cl (HCl), C(=O)(OC)CCCC=CCC1(C([C@H](C[C@H]1\C=C\C(CCCCC)O)C(=O)OC)=O)C(=O)OC (dimethyl cis,trans-3-(6-carbomethoxy-2-hexenyl)-4-(3-hydroxy-1-octenyl)-2-oxo-1,3-cyclopentanedicarboxylate), [OH-].[Na+] (sodium hydroxide). Solvent: O (water), [Cl-].[Na+] (sodium chloride), CO (methanol). The product is OC(C=C[C@@H]1[C@@H](C(CC1)=O)CC=CCCCC(=O)O)CCCCC (cis-7-[2-(3-Hydroxy-1-octenyl)-5-oxocyclopentyl]-5-heptenoic Acid). Reaction SMILES: [C:1]([CH2:5][CH2:6][CH2:7][CH:8]=[CH:9][CH2:10][C:11]1(C(OC)=O)[C@H:15](/[CH:16]=[CH:17]/[CH:18]([OH:24])[CH2:19][CH2:20][CH2:21][CH2:22][CH3:23])[CH2:14][C@H:13](C(OC)=O)[C:12]1=[O:29])([O:3]C)=[O:2].[OH-].[Na+].Cl>O.CO.[Cl-].[Na+]>[OH:24][CH:18]([CH2:19][CH2:20][CH2:21][CH2:22][CH3:23])[CH:17]=[CH:16][C@H:15]1[CH2:14][CH2:13][C:12](=[O:29])[C@H:11]1[CH2:10][CH:9]=[CH:8][CH2:7][CH2:6][CH2:5][C:1]([OH:3])=[O:2] |f:1.2,6.7|. Reported procedure: The cyclopentanonetriester of formula IV, dimethyl cis,trans-3-(6-carbomethoxy-2-hexenyl)-4-(3-hydroxy-1-octenyl)-2-oxo-1,3-cyclopentanedicarboxylate (11.2 g), described in Example 82, is heated to reflux for 1 hr. in a solution of sodium hydroxide (13.4 g) in 80 ml of water and 110 ml of methanol. The mixture is cooled, adjusted to pH 5 with 2 N HCl, diluted with saturated sodium chloride solution and extracted with ether. The ether extract is dried (Na2SO4) and concentrated to yield the title ... The reactants are CI, CN(C)C=O, [H-], [Na+], OCCCc1nc2cccnc2[nH]1. The product is Cn1c(CCCO)nc2cccnc21. RXN SMILES: [CH3:16][I:17].[CH3:18][N:19]([CH3:20])[CH:21]=[O:22].[H-:14].[Na+:15].[OH:1][CH2:2][CH2:3][CH2:4][c:5]1[nH:6][c:7]2[n:8][cH:9][cH:10][cH:11][c:12]2[n:13]1>>[OH:1][CH2:2][CH2:3][CH2:4][c:5]1[n:6]([CH3:16])[c:7]2[n:8][cH:9][cH:10][cH:11][c:12]2[n:13]1.